This data is from the Open Reaction Database (ORD), a public repository of structured organic reaction records. The task is: describe an organic reaction: reactants, conditions, products, and yield Reactants: O=Cc1c(F)cccc1C(F)(F)F, [H-], [Na+], CN(C)C=O, OCc1cccc(OCc2ccc3ccccc3n2)c1. Product: O=Cc1c(OCc2cccc(OCc3ccc4ccccc4n3)c2)cccc1C(F)(F)F. Reaction SMILES: [F:23][c:24]1[c:25]([CH:26]=[O:27])[c:28]([C:32]([F:33])([F:34])[F:35])[cH:29][cH:30][cH:31]1.[H-:21].[Na+:22].[O:36]=[CH:37][N:38]([CH3:39])[CH3:40].[n:1]1[c:2]([CH2:11][O:12][c:13]2[cH:14][c:15]([CH2:19][OH:20])[cH:16][cH:17][cH:18]2)[cH:3][cH:4][c:5]2[cH:6][cH:7][cH:8][cH:9][c:10]12>>[n:1]1[c:2]([CH2:11][O:12][c:13]2[cH:14][c:15]([CH2:19][O:20][c:24]3[c:25]([CH:26]=[O:27])[c:28]([C:32]([F:33])([F:34])[F:35])[cH:29][cH:30][cH:31]3)[cH:16][cH:17][cH:18]2)[cH:3][cH:4][c:5]2[cH:6][cH:7][cH:8][cH:9][c:10]12. Starting materials: BrBr (bromine), [Na] (Sodium), C(CCC)O (butanol), ClC1=NC(=C2N=CN(C2=N1)CC=1C=NC=CC1)N (2-chloro-9-(3-pyridylmethyl)adenine), [Na] (sodium). The product is BrC=1N(C2=NC(=NC(=C2N1)N)OCCCC)CC=1C=NC=CC1 (8-bromo-2-butoxy-9-(3-pyridylmethyl)adenine). As a reaction SMILES: [Na].Cl[C:3]1[N:11]=[C:10]2[C:6]([N:7]=[CH:8][N:9]2[CH2:12][C:13]2[CH:14]=[N:15][CH:16]=[CH:17][CH:18]=2)=[C:5]([NH2:19])[N:4]=1.[Br:20]Br.[CH2:22]([OH:26])[CH2:23][CH2:24][CH3:25]>>[Br:20][C:8]1[N:9]([CH2:12][C:13]2[CH:14]=[N:15][CH:16]=[CH:17][CH:18]=2)[C:10]2[C:6]([N:7]=1)=[C:5]([NH2:19])[N:4]=[C:3]([O:26][CH2:22][CH2:23][CH2:24][CH3:25])[N:11]=2 |^1:0|. Procedure details: Potassium carbonate (1.1 g, 8 mmol) and 3-chloromethylpyridine hydrochloride (660 mg, 5 mmol) were added to a DMF solution (30 ml) comprising 2-chloroadenine (520 mg, 3 mmol), and the resultant was stirred while heating at 80° C. for 3 hours. The reaction solution was concentrated under reduced pressure, water was added thereto, and the precipitated solid was collected by filtration. Thus, 2-chloro-9-(3-pyridylmethyl)adenine was obtained (yield: 759 mg). Sodium (750 mg, 30 mmol) was added to but... Reactants: C(C)N1CCOCC1 (N-ethylmorpholine), N (ammonia), CN(C)C(=[N+](C)C)ON1C2=C(C=CC=C2)N=N1.[B-](F)(F)(F)F (TBTU), BrC1=CC=C(C=C1)[C@@H]1[C@](C1)(C(=O)O)NC(=O)[C@H]1N(CCCC1)C(=O)OC(C)(C)C ((1R,2R)-2-(4-Bromophenyl)-1-((S)-1-(tert-butoxycarbonyl)piperidine-2-carboxamido)cyclopropanecarboxylic acid), CN(C)C(=[N+](C)C)ON1C2=C(C=CC=C2)N=N1.[B-](F)(F)(F)F (TBTU), N (ammonia). The solvent is CN(C)C=O (DMF). Reaction conditions: time 20 minute. Yields the product BrC1=CC=C(C=C1)[C@@H]1[C@](C1)(C(N)=O)NC(=O)[C@H]1N(CCCC1)C(=O)OC(C)(C)C ((S)-tert-Butyl 2-((1R,2R)-2-(4-bromophenyl)-1-carbamoyl-cyclopropylcarbamoyl)piperidine-1-carboxylate). RXN SMILES: [Br:1][C:2]1[CH:7]=[CH:6][C:5]([C@H:8]2[CH2:10][C@:9]2([NH:14][C:15]([C@@H:17]2[CH2:22][CH2:21][CH2:20][CH2:19][N:18]2[C:23]([O:25][C:26]([CH3:29])([CH3:28])[CH3:27])=[O:24])=[O:16])[C:11]([OH:13])=O)=[CH:4][CH:3]=1.C([N:32]1CCOCC1)C.CN(C(ON1N=NC2C=CC=CC1=2)=[N+](C)C)C.[B-](F)(F)(F)F.N>CN(C=O)C>[Br:1][C:2]1[CH:7]=[CH:6][C:5]([C@H:8]2[CH2:10][C@:9]2([NH:14][C:15]([C@@H:17]2[CH2:22][CH2:21][CH2:20][CH2:19][N:18]2[C:23]([O:25][C:26]([CH3:28])([CH3:29])[CH3:27])=[O:24])=[O:16])[C:11](=[O:13])[NH2:32])=[CH:4][CH:3]=1 |f:2.3|. Procedure details: (1R,2R)-2-(4-Bromophenyl)-1-((S)-1-(tert-butoxycarbonyl)piperidine-2-carboxamido)cyclopropanecarboxylic acid (3 g) was dissolved in DMF (17 mL) and to the solution was added N-ethylmorpholine (1.219 mL) followed by TBTU (3.09 g). The reaction mixture was stirred at RT for 20 min then it was cooled to 0° C. Aqueous ammonia (1.461 mL) was added and the mixture was allowed to reach RT over 1 h. The reaction appeared to have proceeded ˜70%, so it was left to stir for a further 2 h. LCMS showed littl...